This data is from the Open Reaction Database (ORD), a public repository of structured organic reaction records. The task is: describe an organic reaction: reactants, conditions, products, and yield Reactants: CO, O=C(O)c1cc([N+](=O)[O-])c(Cl)c([N+](=O)[O-])c1, O=S(Cl)Cl. The product is COC(=O)c1cc([N+](=O)[O-])c(Cl)c([N+](=O)[O-])c1. RXN SMILES: [CH3:21][OH:22].[N+:5](=[O:6])([O-:7])[c:8]1[cH:9][c:10]([C:11](=[O:12])[OH:13])[cH:14][c:15]([N+:18](=[O:19])[O-:20])[c:16]1[Cl:17].[S:1]([Cl:2])([Cl:3])=[O:4]>>[N+:5](=[O:6])([O-:7])[c:8]1[cH:9][c:10]([C:11](=[O:12])[O:13][CH3:21])[cH:14][c:15]([N+:18](=[O:19])[O-:20])[c:16]1[Cl:17]. The reactants are O=C([O-])[O-], CN(C)C=O, [Cl-], CC#CCOc1cc(Cl)ncn1, Oc1c(F)c(F)cc(F)c1F, [K+], [K+], [NH4+]. Yields the product CC#CCOc1cc(Oc2c(F)c(F)cc(F)c2F)ncn1. RXN SMILES: [C:13](=[O:14])([O-:15])[O-:16].[CH3:32][N:33]([CH3:34])[CH:35]=[O:36].[Cl-:30].[Cl:1][c:2]1[n:3][cH:4][n:5][c:6]([O:8][CH2:9][C:10]#[C:11][CH3:12])[cH:7]1.[F:19][c:20]1[c:21]([OH:29])[c:22]([F:28])[c:23]([F:27])[cH:24][c:25]1[F:26].[K+:17].[K+:18].[NH4+:31]>>[c:2]1([O:29][c:21]2[c:20]([F:19])[c:25]([F:26])[cH:24][c:23]([F:27])[c:22]2[F:28])[n:3][cH:4][n:5][c:6]([O:8][CH2:9][C:10]#[C:11][CH3:12])[cH:7]1. Reactants: N#Cc1ccc(CCC=CCCBr)cc1, CCO, O=[Pt]. The product is N#Cc1ccc(CCCCCCBr)cc1. Reaction SMILES: [Br:1][CH2:2][CH2:3][CH:4]=[CH:5][CH2:6][CH2:7][c:8]1[cH:9][cH:10][c:11]([C:12]#[N:13])[cH:14][cH:15]1.[CH3:16][CH2:17][OH:18].[Pt:19]=[O:20]>>[Br:1][CH2:2][CH2:3][CH2:4][CH2:5][CH2:6][CH2:7][c:8]1[cH:9][cH:10][c:11]([C:12]#[N:13])[cH:14][cH:15]1. Reactants: CC[O-], CCO, Clc1ccc(Cl)nc1, [Na+]. Yields the product CCOc1ccc(Cl)cn1. Reaction SMILES: [CH3:10][CH2:11][O-:12].[CH3:13][CH2:14][OH:15].[Cl:1][c:2]1[n:3][cH:4][c:5]([Cl:8])[cH:6][cH:7]1.[Na+:9]>>[c:2]1([O:12][CH2:11][CH3:10])[n:3][cH:4][c:5]([Cl:8])[cH:6][cH:7]1. The reactants are IC1=C2C(=C(NC2=CC(=C1)I)C(=O)OCC)CCC(=O)OCC (Ethyl 4,6-diiodo-3-(3-ethoxy-3-oxopropyl)-1H-indole-2-carboxylate), O.O.O.[OH-].[Li+] (lithium hydroxide trihydrate). Run in O1CCCC1 (tetrahydrofurane), O1CCCC1 (THF), O (water). Product: C(=O)(O)CCC1=C(NC2=CC(=CC(=C12)I)I)C(=O)O (3-(2-Carboxyethyl)-4,6-diiodo-1H-indole-2-carboxylic acid). Isolated yield 95.0%. RXN SMILES: [I:1][C:2]1[CH:10]=[C:9]([I:11])[CH:8]=[C:7]2[C:3]=1[C:4]([CH2:17][CH2:18][C:19]([O:21]CC)=[O:20])=[C:5]([C:12]([O:14]CC)=[O:13])[NH:6]2.O.O.O.[OH-].[Li+]>O1CCCC1.O>[C:19]([CH2:18][CH2:17][C:4]1[C:3]2[C:7](=[CH:8][C:9]([I:11])=[CH:10][C:2]=2[I:1])[NH:6][C:5]=1[C:12]([OH:14])=[O:13])([OH:21])=[O:20] |f:1.2.3.4.5|. Procedure details: Ethyl 4,6-diiodo-3-(3-ethoxy-3-oxopropyl)-1H-indole-2-carboxylate (1.71 g, 5 mmol) was dissolved in 15 ml tetrahydrofurane (THF) with stirring at rt. Then a solution of 0.63 g of lithium hydroxide trihydrate (3 equiv.) in 15 ml water was added and the resulting mixture was let to stir at rt for 24 h. After completion of the reaction THF was removed under reduced pressure and the pH was adjusted to 4-5, and the product was extracted with diethyl ether (3×15 ml). The organic layers were dried over... As a reaction SMILES: [C:1]([O:5][C:6]([N:8]1[C@@H:12]([CH:13]=O)[CH2:11][O:10][C:9]1([CH3:16])[CH3:15])=[O:7])([CH3:4])([CH3:3])[CH3:2].[CH3:17]C(C)([O-])C.[K+].C(OP(C=[N+]=[N-])(=O)OCC)C>CCOCC>[C:6]([N:8]1[C@@H:12]([C:13]#[CH:17])[CH2:11][O:10][C:9]1([CH3:16])[CH3:15])([O:5][C:1]([CH3:4])([CH3:3])[CH3:2])=[O:7] |f:1.2|. Procedure details: (S)-N-Boc-2,2-dimethyl-4-ethynyl-oxazolidine was prepared according to Method X above by the treatment of tert-butyl-(R)-4-formyl-2,2-dimethyl-3-oxazolidine-carboxylate (1.00 g, 4.36 mmol) (Aldrich) with potassium tert-butoxide (730 mg, 6.54 mmol) and diazomethyl-phosphonic-acid-diethylester (1.20 g, 6.54 mmol) (Method X above). The reaction was allowed slowly to warm up to room temperature and stirred for a total of 12 hrs. (S)-N-Boc-2,2-dimethyl-4-ethynyl-oxazolidine was obtained after silica ... The reactants are C(C)(C)(C)OC(=O)N1C(OC[C@@H]1C=O)(C)C (tert-butyl-(R)-4-formyl-2,2-dimethyl-3-oxazolidine-carboxylate), C(C)OP(OCC)(=O)C=[N+]=[N-] (diazomethyl-phosphonic-acid-diethylester), CC(C)([O-])C.[K+] (potassium tert-butoxide). Product: C(=O)(OC(C)(C)C)N1C(OC[C@@H]1C#C)(C)C ((S)-N-Boc-2,2-dimethyl-4-ethynyl-oxazolidine). Run at time 12 hour. Solvent: hexanes, CCOCC (Et2O).